Dataset: the Open Reaction Database (ORD), a public repository of structured organic reaction records. Task: describe an organic reaction: reactants, conditions, products, and yield The reactants are COC(=O)C1CCCN1, ClCCl, O=C(Cl)c1ccc([N+](=O)[O-])cc1, c1ccncc1. The product is COC(=O)C1CCCN1C(=O)c1ccc([N+](=O)[O-])cc1. RXN SMILES: [C:1](=[O:2])([O:3][CH3:4])[CH:5]1[NH:6][CH2:7][CH2:8][CH2:9]1.[Cl:28][CH2:29][Cl:30].[N+:16](=[O:17])([O-:18])[c:19]1[cH:20][cH:21][c:22]([C:23](=[O:24])[Cl:25])[cH:26][cH:27]1.[cH:10]1[cH:11][cH:12][n:13][cH:14][cH:15]1>>[C:1](=[O:2])([O:3][CH3:4])[CH:5]1[N:6]([C:23]([c:22]2[cH:21][cH:20][c:19]([N+:16](=[O:17])[O-:18])[cH:27][cH:26]2)=[O:24])[CH2:7][CH2:8][CH2:9]1. Reactants: NC=1NC2=C(N1)C(=CC=C2)Cl (2-amino-7-chlorobenzimidazole), ClCOC1=CC(=CC=C1)C (3-methylphenyl chloromethyl ether). Product: [Cl-].NC1=[N+](C2=C(N1COC1=CC(=CC=C1)C)C(=CC=C2)Cl)COC2=CC(=CC=C2)C (2-Amino-7-chloro-1,3-bis[(3-methylphenoxy)methyl]-1H-benzimidazol-3-ium chloride). RXN SMILES: [NH2:1][C:2]1[NH:3][C:4]2[CH:10]=[CH:9][CH:8]=[C:7]([Cl:11])[C:5]=2[N:6]=1.Cl[CH2:13][O:14][C:15]1[CH:20]=[CH:19][CH:18]=[C:17]([CH3:21])[CH:16]=1>>[Cl-:11].[NH2:1][C:2]1[N:6]([CH2:13][O:14][C:15]2[CH:20]=[CH:19][CH:18]=[C:17]([CH3:21])[CH:16]=2)[C:5]2[C:7]([Cl:11])=[CH:8][CH:9]=[CH:10][C:4]=2[N+:3]=1[CH2:13][O:14][C:15]1[CH:20]=[CH:19][CH:18]=[C:17]([CH3:21])[CH:16]=1 |f:2.3|. Reported procedure: Following the procedure of Example 2 and replacing 2-aminobenzimidazole with 2-amino-7-chlorobenzimidazole and replacing 2-bromo-4-chlorophenyl chloromethyl ether with 3-methylphenyl chloromethyl ether, the title compound is obtained. The reactants are ClC1=CC(=NC=C1NC(C1=CC(=C(C=C1)OCC1CC1)F)=O)OC[C@H](C)NC(OC(C)(C)C)=O (tert-butyl ((2S)-1-((4-chloro-5-((4-(cyclopropylmethoxy)-3-fluorobenzoyl)amino)pyridin-2-yl)oxy)propan-2-yl)carbamate), C([O-])([O-])=O.[K+].[K+] (potassium carbonate), O (water). Reagents/catalysts: [Cu]I (copper(I) iodide). The solvent is CN(C)C=O (DMF). Run at temperature 160 celsius, time 5 hour. Product: C1(CC1)COC1=C(C=C(C=C1)C=1OC2=C(C=NC(=C2)OC[C@H](C)NC(OC(C)(C)C)=O)N1)F (tert-butyl ((2S)-1-((2-(4-(cyclopropylmethoxy)-3-fluorophenyl)[1,3]oxazolo[4,5-c]pyridin-6-yl)oxy)propan-2-yl)carbamate). Yield: 42.9%. As a reaction SMILES: Cl[C:2]1[C:7]([NH:8][C:9](=[O:22])[C:10]2[CH:15]=[CH:14][C:13]([O:16][CH2:17][CH:18]3[CH2:20][CH2:19]3)=[C:12]([F:21])[CH:11]=2)=[CH:6][N:5]=[C:4]([O:23][CH2:24][C@@H:25]([NH:27][C:28](=[O:34])[O:29][C:30]([CH3:33])([CH3:32])[CH3:31])[CH3:26])[CH:3]=1.C(=O)([O-])[O-].[K+].[K+].O>CN(C=O)C.[Cu]I>[CH:18]1([CH2:17][O:16][C:13]2[CH:14]=[CH:15][C:10]([C:9]3[O:22][C:2]4[CH:3]=[C:4]([O:23][CH2:24][C@@H:25]([NH:27][C:28](=[O:34])[O:29][C:30]([CH3:33])([CH3:32])[CH3:31])[CH3:26])[N:5]=[CH:6][C:7]=4[N:8]=3)=[CH:11][C:12]=2[F:21])[CH2:20][CH2:19]1 |f:1.2.3|. Procedure: A suspension of tert-butyl ((2S)-1-((4-chloro-5-((4-(cyclopropylmethoxy)-3-fluorobenzoyl)amino)pyridin-2-yl)oxy)propan-2-yl)carbamate (990 mg), potassium carbonate (554 mg) and copper(I) iodide (38.2 mg) in DMF (10 mL) was stirred at 160° C. for 5 hr under microwave irradiation. To the reaction mixture was added water, and the obtained mixture was extracted with ethyl acetate. The extract was washed with saturated brine, and subjected to silica gel column chromatography (NH, ethyl acetate). The ... The reactants are CN(C1CCN(CC1)CC1=CC=C(C=C1)C1=C(C=C(C=C1)CCC(=O)OCC)OCCCOC)C (ethyl 3-[4′-{[4-(dimethylamino)piperidin-1-yl]methyl}-2-(3-methoxy-propoxy)biphenyl-4-yl]propanoate), [Na] (Sodium), [Na] (sodium), Cl.NC(=N)NCC(C(=O)N)(C)C (3-{[amino(imino)methyl]amino}-2,2-dimethylpropanamide hydrochloride), ClCCl.[Cl-].[Na+].O (dichloromethane brine). The solvent is CN(C)C=O (DMF), C(C)O (ethanol). Reaction conditions: time 1 hour. Product: Cl.CN(C1CCN(CC1)CC1=CC=C(C=C1)C1=C(C=C(C=C1)CCC(=O)NC=1NCC(C(N1)=O)(C)C)OCCCOC)C (3-[4′-{[4-(dimethylamino)piperidin-1-yl]methyl}-2-(3-methoxypropoxy)biphenyl-4-yl]-N-(5,5-dimethyl-4-oxo-1,4,5,6-tetrahydropyrimidin-2-yl)propanamide hydrochloride). Isolated yield 19.0%. RXN SMILES: [Na].Cl.N[C:4]([NH:6][CH2:7][C:8]([CH3:13])([CH3:12])[C:9]([NH2:11])=[O:10])=[NH:5].[CH3:14][N:15]([CH3:48])[CH:16]1[CH2:21][CH2:20][N:19]([CH2:22][C:23]2[CH:28]=[CH:27][C:26]([C:29]3[CH:34]=[CH:33][C:32]([CH2:35][CH2:36][C:37](OCC)=[O:38])=[CH:31][C:30]=3[O:42][CH2:43][CH2:44][CH2:45][O:46][CH3:47])=[CH:25][CH:24]=2)[CH2:18][CH2:17]1.[Cl:49]CCl.[Cl-].[Na+].O>C(O)C.CN(C=O)C>[ClH:49].[CH3:48][N:15]([CH3:14])[CH:16]1[CH2:17][CH2:18][N:19]([CH2:22][C:23]2[CH:24]=[CH:25][C:26]([C:29]3[CH:34]=[CH:33][C:32]([CH2:35][CH2:36][C:37]([NH:5][C:4]4[NH:6][CH2:7][C:8]([CH3:12])([CH3:13])[C:9](=[O:10])[N:11]=4)=[O:38])=[CH:31][C:30]=3[O:42][CH2:43][CH2:44][CH2:45][O:46][CH3:47])=[CH:27][CH:28]=2)[CH2:20][CH2:21]1 |f:1.2,4.5.6.7,10.11,^1:0|. Reported procedure: Sodium (0.15 g, 6.5 mmol) was dissolved in ethanol (3.5 mL) at room temperature. Once all the sodium was dissolved, 3-{[amino(imino)methyl]amino}-2,2-dimethylpropanamide hydrochloride (1.26 g, 6.5 mmol) was added and the mixture was stirred for 1 hr. A white precipitate formed and was filtered off. The filtrate was evaporated under reduced pressure and a solution of ethyl 3-[4′-{[4-(dimethylamino)piperidin-1-yl]methyl}-2-(3-methoxy-propoxy)biphenyl-4-yl]propanoate (0.50 g, 1.0 mmol) and DMF (3.5...